From a dataset of the Open Reaction Database (ORD), a public repository of structured organic reaction records. describe an organic reaction: reactants, conditions, products, and yield Starting materials: N1C=NC(=C1)S(=O)(=O)Cl (imidazole-4-sulfonylchloride), C(C)C=1NC=C(N1)C (2-ethyl-4-methylimidazole). The solvent is C1CCOC1 (THF). Run at time 8 hour. Yields the product N1C=NC(=C1)S(=O)(=O)N1C(=NC(=C1)C)CC (1-(4-imidazolylsulfonyl)-2-ethyl- 4-methylimidazole). Isolated yield 67.5%. Reaction SMILES: [NH:1]1[CH:5]=[C:4]([S:6](Cl)(=[O:8])=[O:7])[N:3]=[CH:2]1.[CH2:10]([C:12]1[NH:13][CH:14]=[C:15]([CH3:17])[N:16]=1)[CH3:11]>C1COCC1>[NH:1]1[CH:5]=[C:4]([S:6]([N:13]2[CH:14]=[C:15]([CH3:17])[N:16]=[C:12]2[CH2:10][CH3:11])(=[O:8])=[O:7])[N:3]=[CH:2]1. Procedure details: A dry round bottom flask equipped with a magnetic stirrer, reflux condenser and nitrogen inlet was charged with 8.35 g of imidazole-4-sulfonylchloride and 180 ml of THF. The stirred solution was treated with 11.10 g of 2-ethyl-4-methylimidazole in one portion and stirred at room temperature overnight. The resulting precipitate was filtered off and the filtrate concentrated at reduced pressure to a foam. The foam was dissolved in ethyl acetate and the filtered solids partitioned between water and...